Dataset: the Open Reaction Database (ORD), a public repository of structured organic reaction records. Task: describe an organic reaction: reactants, conditions, products, and yield The reactants are BrC=1C=C(C=O)C=C(C1O)OCC (3-bromo-5-ethoxy-4-hydroxybenzaldehyde), [N+](=O)([O-])C1=C(CBr)C=CC=C1 (2-nitrobenzylbromide). Product: BrC=1C=C(C=O)C=C(C1OCC1=C(C=CC=C1)[N+](=O)[O-])OCC (3-Bromo-5-ethoxy-4-(2-nitro-benzyloxy)-benzaldehyde). RXN SMILES: [Br:1][C:2]1[CH:3]=[C:4]([CH:7]=[C:8]([O:11][CH2:12][CH3:13])[C:9]=1[OH:10])[CH:5]=[O:6].[N+:14]([C:17]1[CH:24]=[CH:23][CH:22]=[CH:21][C:18]=1[CH2:19]Br)([O-:16])=[O:15]>>[Br:1][C:2]1[CH:3]=[C:4]([CH:7]=[C:8]([O:11][CH2:12][CH3:13])[C:9]=1[O:10][CH2:19][C:18]1[CH:21]=[CH:22][CH:23]=[CH:24][C:17]=1[N+:14]([O-:16])=[O:15])[CH:5]=[O:6]. Procedure details: Alkylation of 3-bromo-5-ethoxy-4-hydroxybenzaldehyde (5 g) with 2-nitrobenzylbromide (4.85 g) was performed according to the method described in example 1a. Yield: 7.88 g. MS-ESI: [M+H]+=380/382 The yield is 34.8%. Product: C(#N)C1=C(N(N=C1)C)NC(=O)C1=CC=C(C=2N=C(SC21)C(F)(F)F)OC (4-Methoxy-2-trifluoromethylbenzothiazole-7-carboxylic acid (4-cyano-2-methyl-2H-pyrazol-3-yl)amide). Solvent: CN(C=O)C (dimethyl formamide), O1CCCC1 (tetrahydrofuran). Run at time 2 hour. Reactants: [N+](=O)([O-])C1=CC=C(C=C1)OC(=O)C1=CC=C(C=2N=C(SC21)C(F)(F)F)OC (4-methoxy-2-trifluoromethylbenzothiazole-7-carboxylic acid 4-nitrophenyl ester), NC1=C(C=NN1C)C#N (5-amino-1-methyl-1H-pyrazole-4-carbonitrile), C[Si]([N-][Si](C)(C)C)(C)C.[Na+] (sodium hexamethyldisilazide). Procedure details: A solution of 5-amino-1-methyl-1H-pyrazole-4-carbonitrile (93 mg) in dimethyl formamide (10 ml) was treated with a solution of sodium hexamethyldisilazide in tetrahydrofuran (0.76 ml, 1.0M). After three minutes the mixture was treated with 4-methoxy-2-trifluoromethylbenzothiazole-7-carboxylic acid 4-nitrophenyl ester (150 mg) and the reaction stirred at room temperature for 2 hours. The solvent was removed in vacuo. Purification by flash chromatography (eluent ethyl acetate) to yield the title c... As a reaction SMILES: [NH2:1][C:2]1[N:6]([CH3:7])[N:5]=[CH:4][C:3]=1[C:8]#[N:9].C[Si](C)(C)[N-][Si](C)(C)C.[Na+].[N+](C1C=CC([O:29][C:30]([C:32]2[C:40]3[S:39][C:38]([C:41]([F:44])([F:43])[F:42])=[N:37][C:36]=3[C:35]([O:45][CH3:46])=[CH:34][CH:33]=2)=O)=CC=1)([O-])=O>CN(C)C=O.O1CCCC1>[C:8]([C:3]1[CH:4]=[N:5][N:6]([CH3:7])[C:2]=1[NH:1][C:30]([C:32]1[C:40]2[S:39][C:38]([C:41]([F:44])([F:43])[F:42])=[N:37][C:36]=2[C:35]([O:45][CH3:46])=[CH:34][CH:33]=1)=[O:29])#[N:9] |f:1.2|. Reactants: ONC1CCCCC1, ClC(Cl)Cl, O=CCCc1ccccc1. Product: [O-][N+](=CCCc1ccccc1)C1CCCCC1. Reaction SMILES: [CH:11]1([NH:17][OH:18])[CH2:12][CH2:13][CH2:14][CH2:15][CH2:16]1.[Cl:19][CH:20]([Cl:21])[Cl:22].[c:1]1([CH2:7][CH2:8][CH:9]=[O:10])[cH:2][cH:3][cH:4][cH:5][cH:6]1>>[c:1]1([CH2:7][CH2:8][CH:9]=[N+:17]([CH:11]2[CH2:12][CH2:13][CH2:14][CH2:15][CH2:16]2)[O-:18])[cH:2][cH:3][cH:4][cH:5][cH:6]1. Reactants: crude product, C(=O)(OCC[Si](C)(C)C)ON1C(=O)CCC1=O (Teoc-OSu), C(=O)([O-])[O-].[K+].[K+] (K2CO3), ClC=1C=C(C=CC1)[C@@](CCCCOC)(O)[C@H]1CN(CCC1)C(=O)N[C@H](CN(C(=O)OCC[Si](C)(C)C)C)CC1CCCCC1 ((3R)-3-((S)-1-(3-chlorophenyl)-1-hydroxy-5-methoxypentyl)-N-((S)-3-cyclohexyl-1-(N-methyl-N-(2-(trimethylsilyl)ethoxycarbonyl)-amino)propan-2-yl)piperidine-1-carboxamide), [Al+3].[Cl-].[Cl-].[Cl-] (AlCl3). The reagents and catalysts are [N+](CCCC)(CCCC)(CCCC)CCCC.[I-] (n-Bu4NI). Run in C(Cl)Cl (CH2Cl2), O (water), CC#N (CH3CN), [Cl-].[Na+].O (brine). Reaction conditions: time 4 hour. Yields the product ClC=1C=C(C=CC1)[C@@](CCCCO)(O)[C@H]1CN(CCC1)C(=O)N[C@H](CN(C(=O)OCC[Si](C)(C)C)C)CC1CCCCC1 ((3R)-3-((S)-1-(3-chlorophenyl)-1,5-dihydroxypentyl)-N—((S)-3-cyclohexyl-1-(N-methyl-N-(2-(trimethylsilyl)ethoxycarbonyl)amino)propan-2-yl)piperidine-1-carboxamide). Isolated yield 25.5%. As a reaction SMILES: [Cl:1][C:2]1[CH:3]=[C:4]([C@:8]([C@@H:16]2[CH2:21][CH2:20][CH2:19][N:18]([C:22]([NH:24][C@@H:25]([CH2:38][CH:39]3[CH2:44][CH2:43][CH2:42][CH2:41][CH2:40]3)[CH2:26][N:27]([CH3:37])[C:28]([O:30][CH2:31][CH2:32][Si:33]([CH3:36])([CH3:35])[CH3:34])=[O:29])=[O:23])[CH2:17]2)([OH:15])[CH2:9][CH2:10][CH2:11][CH2:12][O:13]C)[CH:5]=[CH:6][CH:7]=1.[Al+3].[Cl-].[Cl-].[Cl-].C(ON1C(=O)CCC1=O)(OCC[Si](C)(C)C)=O.C([O-])([O-])=O.[K+].[K+]>[N+](CCCC)(CCCC)(CCCC)CCCC.[I-].[Cl-].[Na+].O.C(Cl)Cl.O.CC#N>[Cl:1][C:2]1[CH:3]=[C:4]([C@:8]([C@@H:16]2[CH2:21][CH2:20][CH2:19][N:18]([C:22]([NH:24][C@@H:25]([CH2:38][CH:39]3[CH2:44][CH2:43][CH2:42][CH2:41][CH2:40]3)[CH2:26][N:27]([CH3:37])[C:28]([O:30][CH2:31][CH2:32][Si:33]([CH3:34])([CH3:35])[CH3:36])=[O:29])=[O:23])[CH2:17]2)([OH:15])[CH2:9][CH2:10][CH2:11][CH2:12][OH:13])[CH:5]=[CH:6][CH:7]=1 |f:1.2.3.4,6.7.8,9.10,11.12.13|. Procedure: A 100 mL round-bottom flask was charged with of (3R)-3-((S)-1-(3-chlorophenyl)-1-hydroxy-5-methoxypentyl)-N-((S)-3-cyclohexyl-1-(N-methyl-N-(2-(trimethylsilyl)ethoxycarbonyl)-amino)propan-2-yl)piperidine-1-carboxamide (0.6557 g, 1.0 mmol, 1.0 equiv), n-Bu4NI (3.765 g, 10 mmol, 10 equiv), and CH3CN (15 mL). To the flask was added AlCl3 (1.345 g, 10 mmol, 10 equiv) at 0° C. After 4 h, the reaction mixture was quenched with 10% aq Na2CO3 (18 mL) and 1 N aq NaOH (10 mL) and extracted with CH2Cl2 (3×... The product is O=C1CC2(C(=O)N1)C(=O)N(Cc1ccc(Br)cc1F)c1ccccc12. The reactants are N#CC1C(=O)NC(=O)C12C(=O)N(Cc1ccc(Br)cc1F)c1ccccc12, Br, CC(=O)O, O. RXN SMILES: [Br:1][c:2]1[cH:3][c:4]([F:27])[c:5]([CH2:6][N:7]2[C:8](=[O:24])[C:9]3([C:10](=[O:17])[NH:11][C:12](=[O:16])[CH:13]3[C:14]#[N:15])[c:18]3[cH:19][cH:20][cH:21][cH:22][c:23]32)[cH:25][cH:26]1.[BrH:28].[CH3:30][C:31](=[O:32])[OH:33].[OH2:29]>>[Br:1][c:2]1[cH:3][c:4]([F:27])[c:5]([CH2:6][N:7]2[C:8](=[O:24])[C:9]3([C:10](=[O:17])[NH:11][C:12](=[O:16])[CH2:13]3)[c:18]3[cH:19][cH:20][cH:21][cH:22][c:23]32)[cH:25][cH:26]1. The reactants are N([C@@H](CC1=CC=C(C=C1)O)C(=O)O)C(=O)OCC1C2=CC=CC=C2C2=CC=CC=C12.C(C(=O)NCC(=O)O)N (FMOC-Tyr gly-gly), FMOC-tyr gly-gly-ADR, C(Cl)(Cl)Cl.CO (chloroform methanol). The solvent is C(C)#N (acetonitrile). Product: N([C@@H](CC1=CC=C(C=C1)O)C(=O)NCC(=O)NCC(=O)O)C(=O)OCC1C2=CC=CC=C2C2=CC=CC=C12 (FMOC-Tyr-Gly-Gly). Reaction SMILES: [NH:1]([C:14]([O:16][CH2:17][CH:18]1[C:30]2[C:25](=[CH:26][CH:27]=[CH:28][CH:29]=2)[C:24]2[C:19]1=[CH:20][CH:21]=[CH:22][CH:23]=2)=[O:15])[C@H:2]([C:11](O)=[O:12])[CH2:3][C:4]1[CH:9]=[CH:8][C:7]([OH:10])=[CH:6][CH:5]=1.[CH2:31]([NH2:39])[C:32]([NH:34][CH2:35][C:36]([OH:38])=[O:37])=[O:33].C(Cl)(Cl)Cl.CO>C(#N)C>[NH:1]([C:14]([O:16][CH2:17][CH:18]1[C:19]2[C:24](=[CH:23][CH:22]=[CH:21][CH:20]=2)[C:25]2[C:30]1=[CH:29][CH:28]=[CH:27][CH:26]=2)=[O:15])[C@H:2]([C:11]([NH:39][CH2:31][C:32]([NH:34][CH2:35][C:36]([OH:38])=[O:37])=[O:33])=[O:12])[CH2:3][C:4]1[CH:9]=[CH:8][C:7]([OH:10])=[CH:6][CH:5]=1 |f:0.1,2.3|. Procedure details: FMOC-Tyr-gly-gly was coupled to ADR as in Section 7.1.1. for gly-ADR. Yield of FMOC-tyr-gly-gly-ADR was 95%; melting point 150°-153° C.; Rf: 0.63 [chloroform/methanol 8:2 (silica); Rf: 0.68 [acetonitrile/0.1% aqueous TFA 1:1 (reverse phase)]. Elemental analysis for C55H54N4O17.H2O; calculated: C, 62.25; H, 5.32; N, 5.30; observed: C, 62.17; H, 5.92; N, 5.09. The protecting FMOC moiety removed from the product as described in Section 7.1.1. for gly-ADR. Yield of the product tyr-gly-gly-ADR.HOAc w...